The task is: describe an organic reaction: reactants, conditions, products, and yield. This data is from the Open Reaction Database (ORD), a public repository of structured organic reaction records. Reactants: CC(CN)CCCN (2-methyl-1,5-diaminopentane), C(\C=C/C(=O)OCC)(=O)OCC (diethyl maleate), C(\C=C/C(=O)OCC)(=O)OCC (diethyl maleate). The product is CC(CNC(C(=O)OCC)CC(=O)OCC)CCCNC(C(=O)OCC)CC(=O)OCC (Tetraethyl 2,2′-[(2-methylpentane-1,5-diyl)diimino]dibutanedioate). RXN SMILES: [CH3:1][CH:2]([CH2:5][CH2:6][CH2:7][NH2:8])[CH2:3][NH2:4].[C:9]([O:18][CH2:19][CH3:20])(=[O:17])/[CH:10]=[CH:11]\[C:12]([O:14][CH2:15][CH3:16])=[O:13]>>[CH3:1][CH:2]([CH2:5][CH2:6][CH2:7][NH:8][CH:10]([CH2:11][C:12]([O:14][CH2:15][CH3:16])=[O:13])[C:9]([O:18][CH2:19][CH3:20])=[O:17])[CH2:3][NH:4][CH:10]([CH2:11][C:12]([O:14][CH2:15][CH3:16])=[O:13])[C:9]([O:18][CH2:19][CH3:20])=[O:17]. Procedure details: 1 mol of 2-methyl-1,5-diaminopentane was slowly added dropwise, under a nitrogen atmosphere, to 2 mol of diethyl maleate, in such a manner that the reaction temperature did not exceed 60° C. Heating was then carried out at 60° C. until no further diethyl maleate could be detected in the reaction mixture. The product was obtained quantitatively in the form of a yellow liquid.